Dataset: the Open Reaction Database (ORD), a public repository of structured organic reaction records. Task: describe an organic reaction: reactants, conditions, products, and yield Reactants: CC=1C=C(C=CC1)CCN (2-(3-methylphenyl) ethylamine), COC=1C=C(C(=O)OC)C=CC1OC (methyl 3,4-dimethoxybenzoate), amide. Solvent: C(Cl)Cl (CH2Cl2). Product: COC=1C=C(C(=O)NCCC2=CC(=CC=C2)C)C=CC1OC (N-(3,4-Dimethoxybenzoyl)-2-(3-methylphenyl) ethylamine). The yield is 51.0%. Reaction SMILES: [CH3:1][C:2]1[CH:3]=[C:4]([CH2:8][CH2:9][NH2:10])[CH:5]=[CH:6][CH:7]=1.[CH3:11][O:12][C:13]1[CH:14]=[C:15]([CH:20]=[CH:21][C:22]=1[O:23][CH3:24])[C:16](OC)=[O:17]>C(Cl)Cl>[CH3:11][O:12][C:13]1[CH:14]=[C:15]([CH:20]=[CH:21][C:22]=1[O:23][CH3:24])[C:16]([NH:10][CH2:9][CH2:8][C:4]1[CH:5]=[CH:6][CH:7]=[C:2]([CH3:1])[CH:3]=1)=[O:17]. Procedure: A stirred solution of 2-(3-methylphenyl) ethylamine (28.3 g, 0.21 mol) and 36.9 g of methyl 3,4-dimethoxybenzoate (36.9 g, 0.19 mol) was heated at 180° for 4 h. The crude amide was taken up in CH2Cl2 and washed with dilute HCl, dilute Na2CO3 and water. Chromatography over neutral alumina afforded 29 g (51%) of the title compound (one spot by tlc) eluted with CH2Cl2. The analytical sample showed mp 108-109° after crystallization from i-PrOH. Starting materials: ClC=1C=C(C=CC1Cl)[C@@H]1CCC(C2=CC=CC=C12)=O ((S)-4-(3,4-dichlorophenyl)-3,4-dihydronaphthalen-1 (2H)-one), [Li+].C[Si](C)(C)[N-][Si](C)(C)C (LiHMDS), C1CCOC1 (THF), CI (MeI). Reaction conditions: temperature 0 celsius. The product is ClC=1C=C(C=CC1Cl)[C@@H]1CC(C(C2=CC=CC=C12)=O)(C)C ((S)-4-(3,4-dichlorophenyl)-2,2-dimethyl-3,4-dihydronaphthalen-1(2H)-one), ClC=1C=C(C=CC1Cl)[C@@H]1CC(C(C2=CC=CC=C12)=O)C ((4S)-4-(3,4-dichlorophenyl)-2-methyl-3,4-dihydronaphthalen-1(2H)-one). Yield: 60.0%. RXN SMILES: [Cl:1][C:2]1[CH:3]=[C:4]([C@H:9]2[C:18]3[C:13](=[CH:14][CH:15]=[CH:16][CH:17]=3)[C:12](=[O:19])[CH2:11][CH2:10]2)[CH:5]=[CH:6][C:7]=1[Cl:8].[Li+].[CH3:21][Si]([N-][Si](C)(C)C)(C)C.[CH3:30]I.[CH2:32]1[CH2:36][O:35][CH2:34][CH2:33]1>>[Cl:1][C:2]1[CH:3]=[C:4]([C@H:9]2[C:10]3[C:32](=[CH:33][CH:34]=[CH:30][CH:11]=3)[C:36](=[O:35])[C:13]([CH3:12])([CH3:14])[CH2:18]2)[CH:5]=[CH:6][C:7]=1[Cl:8].[Cl:1][C:2]1[CH:3]=[C:4]([C@H:9]2[C:18]3[C:13](=[CH:14][CH:15]=[CH:16][CH:17]=3)[C:12](=[O:19])[CH:11]([CH3:21])[CH2:10]2)[CH:5]=[CH:6][C:7]=1[Cl:8] |f:1.2|. Procedure details: To a solution of (S)-4-(3,4-dichlorophenyl)-3,4-dihydronaphthalen-1(2H)-one (1) (2.0 g, 6.89 mmol) in THF (50 mL) at −78° C. was added LiHMDS (1.0 M in THF, 8.27 mL, 8.27 mmol). The reaction mixture was stirred for 20 min at −78° C. before MeI (1.17 g, 0.52 mL, 8.27 mmol) was added. The reaction mixture was stirred and warmed to 0° C. over 2 h before being quenched by a saturated solution of NH4Cl (20 mL). The product was extracted with ethyl acetate (100 mL ×2), dried and concentrated. The resi... The reactants are NCCS(=O)(=O)O (taurine), [OH-].[Na+] (NaOH), BrC(C(=O)Br)C (2-Bromopropionyl bromide). Run in O (water), ClCCl (dichloromethane). Run at time 1 hour. The product is BrC(C(=O)NCCS(=O)(=O)[O-])C.[Na+] (Sodium 2-(2-bromopropionylamino)-ethanesulfonate). As a reaction SMILES: [NH2:1][CH2:2][CH2:3][S:4]([OH:7])(=[O:6])=[O:5].[OH-].[Na+:9].[Br:10][CH:11]([CH3:15])[C:12](Br)=[O:13]>O.ClCCl>[Br:10][CH:11]([CH3:15])[C:12]([NH:1][CH2:2][CH2:3][S:4]([O-:7])(=[O:6])=[O:5])=[O:13].[Na+:9] |f:1.2,6.7|. Procedure details: 25.6 g of taurine (204 mmol) and 16.38 g of NaOH (409 mmol) were dissolved in 20 ml of deionized water. 2-Bromopropionyl bromide (44 g, 21.36 ml, 204 mmol) dissolved in 50 ml of dichloromethane was then added to the solution drop wise at 0° C. over 30 minutes. During the addition, a large amount of solid was produced. The reaction flask was manually agitated to thoroughly mix the compounds until no more exotherm was observed with additional agitation. The reaction mixture was then allowed to sit... Reactants: ClC1=C2N=C3C=CC=C(C3=C2NC=2C=CC=CC12)F (11-chloro-6-fluoroquindoline), C1(=CC=CC=C1)C (toluene), O(S(=O)(=O)C(F)(F)F)C (methyl triflate). Run in C(C)OCC (diethyl ether). Run at time 24 hour. Yields the product Cl.ClC1=C2N=C3C=CC=C(C3=C2[NH+](C=2C=CC=CC12)C)F (11-Chloro-6-fluoro-5-methylquindolinium Hydrochloride). The yield is 98.0%. As a reaction SMILES: [Cl:1][C:2]1[C:18]2[CH:17]=[CH:16][CH:15]=[CH:14][C:13]=2[NH:12][C:11]2[C:3]=1[N:4]=[C:5]1[C:10]=2[C:9]([F:19])=[CH:8][CH:7]=[CH:6]1.[C:20]1(C)C=CC=CC=1.O(C)S(C(F)(F)F)(=O)=O>C(OCC)C>[ClH:1].[Cl:1][C:2]1[C:18]2[CH:17]=[CH:16][CH:15]=[CH:14][C:13]=2[NH+:12]([CH3:20])[C:11]2[C:3]=1[N:4]=[C:5]1[C:10]=2[C:9]([F:19])=[CH:8][CH:7]=[CH:6]1 |f:4.5|. Procedure: To a solution of 11-chloro-6-fluoroquindoline from Example 89 (0.110 g, 3.89 mmol) and toluene (5 ml, freshly distilled) stirring under nitrogen was added methyl triflate (0.110 mL, 0.972 mmol). The mixture stirred for 24 h at room temperature and was diluted with diethyl ether (15 mL) and filtered. The orange filter cake was placed under high vacuum for 24 h. The orange residue was suspended in chloroform (400 mL), 5% KOH (150 mL) was added, and the resulting violet organic solution was separat... The reactants are COC(=O)c1ccc2c(c1)C(NC(=O)OC(C)(C)C)CC2(C)C, ClCCl, O=C(O)C(F)(F)F. Yields the product COC(=O)c1ccc2c(c1)C(N)CC2(C)C. Reaction SMILES: [C:8]([O:9][C:10](=[O:11])[NH:15][CH:16]1[CH2:17][C:18]([CH3:29])([CH3:30])[c:19]2[cH:20][cH:21][c:22]([C:25](=[O:26])[O:27][CH3:28])[cH:23][c:24]21)([CH3:12])([CH3:13])[CH3:14].[CH2:31]([Cl:32])[Cl:33].[F:1][C:2]([F:3])([F:4])[C:5]([OH:6])=[O:7]>>[NH2:15][CH:16]1[CH2:17][C:18]([CH3:29])([CH3:30])[c:19]2[cH:20][cH:21][c:22]([C:25](=[O:26])[O:27][CH3:28])[cH:23][c:24]21. RXN SMILES: [F:22][c:23]1[c:24]([CH2:25][Br:26])[cH:27][c:28]([F:31])[cH:29][cH:30]1.[O:1]1[CH2:2][O:3][c:4]2[c:5]1[cH:6][cH:7][c:8]([CH:10]1[CH2:11][CH2:12][CH:13]([N:16]3[CH2:17][CH2:18][NH:19][CH2:20][CH2:21]3)[CH2:14][CH2:15]1)[cH:9]2>>[O:1]1[CH2:2][O:3][c:4]2[c:5]1[cH:6][cH:7][c:8]([CH:10]1[CH2:11][CH2:12][CH:13]([N:16]3[CH2:17][CH2:18][N:19]([CH2:25][c:24]4[c:23]([F:22])[cH:30][cH:29][c:28]([F:31])[cH:27]4)[CH2:20][CH2:21]3)[CH2:14][CH2:15]1)[cH:9]2. Reactants: Fc1ccc(F)c(CBr)c1, c1cc2c(cc1C1CCC(N3CCNCC3)CC1)OCO2. The product is Fc1ccc(F)c(CN2CCN(C3CCC(c4ccc5c(c4)OCO5)CC3)CC2)c1. Starting materials: CC=1C=C(C#N)C=CC1N1CCOCC1 (3-methyl-4-morpholinobenzonitrile), Cl (hydrochloric acid), C(C)(=O)O (acetic acid). Yields the product CC=1C=C(C(=O)O)C=CC1N1CCOCC1 (3-Methyl-4-morpholinobenzoic acid). Yield: 91.0%. As a reaction SMILES: [CH3:1][C:2]1[CH:3]=C([CH:7]=[CH:8][C:9]=1[N:10]1[CH2:15][CH2:14][O:13][CH2:12][CH2:11]1)C#N.Cl.[C:17]([OH:20])(=[O:19])[CH3:18]>>[CH3:3][C:2]1[CH:1]=[C:18]([CH:7]=[CH:8][C:9]=1[N:10]1[CH2:15][CH2:14][O:13][CH2:12][CH2:11]1)[C:17]([OH:20])=[O:19]. Reported procedure: To a solution of 3-methyl-4-morpholinobenzonitrile (1.0 g, 4.9 mmol) in glacial acetic acid (10 mL) was added a 20% aqueous hydrochloric acid solution (60 mL) and the reaction was heated at reflux for 35 h. The acetic acid was evaporated in vacuo and the remaining water solution was alkalized with 2 M aqueous sodium hydroxide solution to pH 8. The solution was washed, twice, with chloroform and the water phase was adjusted to pH 4 with a 2 M aqueous hydrochloric acid solution. The product was fi... Reactants: CC=1C=C(C=C(C1OCCN1CCOCC1)C)C=1OC(C2=C(C=C(C=C2C1)OC)OC)=O (3-[3,5-dimethyl-4-(2-morpholinyl-ethoxy)-phenyl]-6,8-dimethoxy-isochromen-1-one), steel, N (NH3). Run at temperature 130 celsius. Product: CC=1C=C(C=C(C1OCCN1CCOCC1)C)C=1NC(C2=C(C=C(C=C2C1)OC)OC)=O (3-(3,5-dimethyl-4-(2-morpholinoethoxy)phenyl)-6,8-dimethoxyisoquinolin-1(2H)-one). Isolated yield 59.0%. As a reaction SMILES: [CH3:1][C:2]1[CH:3]=[C:4]([C:18]2O[C:20](=[O:32])[C:21]3[C:26]([CH:27]=2)=[CH:25][C:24]([O:28][CH3:29])=[CH:23][C:22]=3[O:30][CH3:31])[CH:5]=[C:6]([CH3:17])[C:7]=1[O:8][CH2:9][CH2:10][N:11]1[CH2:16][CH2:15][O:14][CH2:13][CH2:12]1.[NH3:33]>>[CH3:17][C:6]1[CH:5]=[C:4]([C:18]2[NH:33][C:20](=[O:32])[C:21]3[C:26]([CH:27]=2)=[CH:25][C:24]([O:28][CH3:29])=[CH:23][C:22]=3[O:30][CH3:31])[CH:3]=[C:2]([CH3:1])[C:7]=1[O:8][CH2:9][CH2:10][N:11]1[CH2:16][CH2:15][O:14][CH2:13][CH2:12]1. Procedure: To a solution of 3,5-dimethylhydroxy-benzoic acid (3.0 g, 18.05 mmol) in pyridine (7 mL), acetic anhydride (2.05 mL, 21.66 mmol) was added and the reaction mixture was stirred at room temperature for 16 hours. Water was added and the compound was extracted with ethyl acetate, washed with water, brine and dried over anhydrous Na2SO4. The solvent was evaporated in vacuo to obtain 4-acetoxy-3,5-dimethyl-benzoic acid (3.52 g, 94%). To a solution of 4-acetoxy-3,5-dimethyl-benzoic acid (6.02 g, 28.91 ...